This data is from the Open Reaction Database (ORD), a public repository of structured organic reaction records. The task is: describe an organic reaction: reactants, conditions, products, and yield Reactants: CCCCCBr, Oc1cccc(Br)c1, O=C([O-])[O-], CN(C)C=O, [K+], [K+]. RXN SMILES: [Br:15][CH2:16][CH2:17][CH2:18][CH2:19][CH3:20].[Br:1][c:2]1[cH:3][c:4]([OH:8])[cH:5][cH:6][cH:7]1.[C:9](=[O:10])([O-:11])[O-:12].[CH3:21][N:22]([CH3:23])[CH:24]=[O:25].[K+:13].[K+:14]>>[Br:1][c:2]1[cH:3][c:4]([O:8][CH2:16][CH2:17][CH2:18][CH2:19][CH3:20])[cH:5][cH:6][cH:7]1. The product is CCCCCOc1cccc(Br)c1. Starting materials: COC(C1=C(C=CC(=C1)OCCOC)OC)=O (2-methoxy-5-(2-methoxy-ethoxy)-benzoic acid methyl ester), [OH-].[Na+] (NaOH), Cl (HCl). Run in CO (methanol). Yields the product COC1=C(C(=O)O)C=C(C=C1)OCCOC (2-methoxy-5-(2-methoxy-ethoxy)-benzoic acid). Yield: 100.7%. As a reaction SMILES: C[O:2][C:3](=[O:17])[C:4]1[CH:9]=[C:8]([O:10][CH2:11][CH2:12][O:13][CH3:14])[CH:7]=[CH:6][C:5]=1[O:15][CH3:16].[OH-].[Na+].Cl>CO>[CH3:16][O:15][C:5]1[CH:6]=[CH:7][C:8]([O:10][CH2:11][CH2:12][O:13][CH3:14])=[CH:9][C:4]=1[C:3]([OH:17])=[O:2] |f:1.2|. Reported procedure: Stir a mixture of 2-methoxy-5-(2-methoxy-ethoxy)-benzoic acid methyl ester (0.87 g, 3.6 mmol), methanol (20 mL) and 1N NaOH solution (20 mL) for two hours at room temperature. Acidify the reaction with 1N HCl and extract with dichloromethane. Dry (MgSO4) the organic phase, filter and concentrate the filtrate in vacuo. Vacuum dry the residue at room temperature over 48 hours to afford 0.82 g of 2-methoxy-5-(2-methoxy-ethoxy)-benzoic acid as an oil, Rf=0.84 (silica gel, dichloromethane:methanol:ac... The reactants are BrC=1N=CC(=NC1)N([C@H]1CN(CC1)C=1C2=C(N=CN1)N(C=C2)COCC[Si](C)(C)C)C ((R)-5-bromo-N-methyl-N-(1-(7-((2-(trimethylsilyl)ethoxy)methyl)-7H-pyrrolo[2,3-d]pyrimidin-4-yl)pyrrolidin-3-yl)pyrazin-2-amine), [O-]CC.[Na+] (sodium ethoxide), O (water). Run in CCO (EtOH). Yields the product CN(C1=NC=CN=C1)[C@H]1CN(CC1)C=1C2=C(N=CN1)N(C=C2)COCC[Si](C)(C)C ((R)—N-methyl-N-(1-(7-((2-(trimethylsilyl)ethoxy)methyl)-7H-pyrrolo[2,3-d]pyrimidin-4-yl)pyrrolidin-3-yl)pyrazin-2-amine). Yield: 51.7%. Reaction SMILES: Br[C:2]1[N:3]=[CH:4][C:5]([N:8]([CH3:31])[C@@H:9]2[CH2:13][CH2:12][N:11]([C:14]3[C:15]4[CH:22]=[CH:21][N:20]([CH2:23][O:24][CH2:25][CH2:26][Si:27]([CH3:30])([CH3:29])[CH3:28])[C:16]=4[N:17]=[CH:18][N:19]=3)[CH2:10]2)=[N:6][CH:7]=1.[O-]CC.[Na+].O>CCO>[CH3:31][N:8]([C@@H:9]1[CH2:13][CH2:12][N:11]([C:14]2[C:15]3[CH:22]=[CH:21][N:20]([CH2:23][O:24][CH2:25][CH2:26][Si:27]([CH3:28])([CH3:30])[CH3:29])[C:16]=3[N:17]=[CH:18][N:19]=2)[CH2:10]1)[C:5]1[CH:4]=[N:3][CH:2]=[CH:7][N:6]=1 |f:1.2|. Reported procedure: A solution of (R)-5-bromo-N-methyl-N-(1-(7-((2-(trimethylsilyl)ethoxy)methyl)-7H-pyrrolo[2,3-d]pyrimidin-4-yl)pyrrolidin-3-yl)pyrazin-2-amine (55 mg, 0.10 mmol) and sodium ethoxide (680 mg, 10 mmol) in EtOH (10.5 mL) was stirred at refluxing temperature for 5 days. It was then treated with water and extracted with EtOAc (2×30 mL). The combined extracts were concentrated and the residue was purified by chromatography on silica gel (PE/EtOAc=1/1). The first compound from the column was collected a... RXN SMILES: [Cl:1][C:2]1[CH:7]=[CH:6][C:5]([NH:8][C:9]([NH2:11])=[S:10])=[CH:4][CH:3]=1.S(Cl)(Cl)(=O)=O>ClC1C=CC=CC=1>[NH2:11][C:9]1[S:10][C:4]2[CH:3]=[C:2]([Cl:1])[CH:7]=[CH:6][C:5]=2[N:8]=1. Yields the product NC=1SC2=C(N1)C=CC(=C2)Cl (2-amino-6-chlorobenzothiazole), product. The reactants are S(=O)(=O)(Cl)Cl (sulfuryl chloride), ClC1=CC=C(C=C1)NC(=S)N (4-chlorophenylthiourea). The solvent is ClC1=CC=CC=C1 (chlorobenzene). Procedure: 186.5 parts of 4-chlorophenylthiourea were suspended with stirring in 850 parts of chlorobenzene, and 185 parts of sulfuryl chloride were added uniformly with stirring at a temperature of 40°-45° C. within about 3 hours. After the immediately starting gas development had ceased, the suspension formed which could be stirred with difficulty only was liberated from the chlorobenzene by steam distillation. The remaining suspension of 2-amino-6-chlorobenzothiazolium chloride was adjusted to pH 8 with... Yield: 100.0%. Reaction conditions: time 3 hour. Starting materials: N#CC(=C1Nc2ccc(C(=O)O)cc2S1)c1nccc(C(F)(F)F)n1, O, O=S(=O)(O)O. As a reaction SMILES: [C:1](=[O:2])([OH:3])[c:4]1[cH:5][c:6]2[c:7]([cH:24][cH:25]1)[NH:8][C:9](=[C:11]([C:12]#[N:13])[c:14]1[n:15][cH:16][cH:17][c:18]([C:20]([F:21])([F:22])[F:23])[n:19]1)[S:10]2.[OH2:26].[S:27](=[O:28])(=[O:29])([OH:30])[OH:31]>>[C:1](=[O:2])([OH:3])[c:4]1[cH:5][c:6]2[c:7]([cH:24][cH:25]1)[NH:8][C:9](=[C:11]([C:12]([NH2:13])=[O:26])[c:14]1[n:15][cH:16][cH:17][c:18]([C:20]([F:21])([F:22])[F:23])[n:19]1)[S:10]2. Yields the product NC(=O)C(=C1Nc2ccc(C(=O)O)cc2S1)c1nccc(C(F)(F)F)n1. Starting materials: CS(=O)(=O)O, ClCCl, Cc1cc(NC(=O)C2(C(=O)Nc3ccc(F)cc3)CC2)c(F)cc1Oc1ccnc(-c2cnn(C)c2)c1. Product: CS(=O)(=O)O, Cc1cc(NC(=O)C2(C(=O)Nc3ccc(F)cc3)CC2)c(F)cc1Oc1ccnc(-c2cnn(C)c2)c1. RXN SMILES: [CH3:38][S:39]([OH:40])(=[O:41])=[O:42].[Cl:43][CH2:44][Cl:45].[F:1][c:2]1[c:3]([NH:22][C:23](=[O:24])[C:25]2([C:28](=[O:29])[NH:30][c:31]3[cH:32][cH:33][c:34]([F:37])[cH:35][cH:36]3)[CH2:26][CH2:27]2)[cH:4][c:5]([CH3:21])[c:6]([O:8][c:9]2[cH:10][c:11](-[c:15]3[cH:16][n:17][n:18]([CH3:20])[cH:19]3)[n:12][cH:13][cH:14]2)[cH:7]1>>[CH3:38][S:39](=[O:40])(=[O:41])[OH:42].[F:1][c:2]1[c:3]([NH:22][C:23](=[O:24])[C:25]2([C:28](=[O:29])[NH:30][c:31]3[cH:32][cH:33][c:34]([F:37])[cH:35][cH:36]3)[CH2:26][CH2:27]2)[cH:4][c:5]([CH3:21])[c:6]([O:8][c:9]2[cH:10][c:11](-[c:15]3[cH:16][n:17][n:18]([CH3:20])[cH:19]3)[n:12][cH:13][cH:14]2)[cH:7]1. Starting materials: CCOC(C)=O, C, Cn1c(C#N)ccc1-c1ccc(N)c(F)c1, O, O=S(=O)(Cl)Cl, c1ccncc1. The product is Cn1c(C#N)ccc1-c1ccc(NS(C)(=O)=O)c(F)c1. As a reaction SMILES: [CH3:30][CH2:31][O:32][C:33](=[O:34])[CH3:35].[CH4:22].[NH2:1][c:2]1[c:3]([F:16])[cH:4][c:5](-[c:8]2[cH:9][cH:10][c:11]([C:14]#[N:15])[n:12]2[CH3:13])[cH:6][cH:7]1.[OH2:23].[S:17](=[O:18])(=[O:19])([Cl:20])[Cl:21].[cH:24]1[cH:25][cH:26][n:27][cH:28][cH:29]1>>[NH:1]([c:2]1[c:3]([F:16])[cH:4][c:5](-[c:8]2[cH:9][cH:10][c:11]([C:14]#[N:15])[n:12]2[CH3:13])[cH:6][cH:7]1)[S:17](=[O:18])(=[O:19])[CH3:22].